From a dataset of the Open Reaction Database (ORD), a public repository of structured organic reaction records. describe an organic reaction: reactants, conditions, products, and yield The reactants are P(OC(C#N)(CC)CC)([O-])=O (diethylcyanomethyl phosphonate), C[O-].[Na+] (sodium methylate), C(C(=O)C)N1S(=O)(=O)C2=CC=CC=C2C1=O (N-acetonylsaccharin). Solvent: CN(C=O)C (dimethylformamide). Run at temperature 34 celsius. Product: O=S1(N(C(C2=C1C=CC=C2)=O)CC(=CC#N)C)=O (3-(2,3-dihydro-1,1-dioxido-3-oxo-1,2-benzisothiazol-2-yl)-1-cyano-2-methylprop-1-ene). The yield is 23.0%. As a reaction SMILES: P(=O)([O-])OC(CC)(CC)[C:4]#[N:5].[CH3:12][O-].[Na+].[CH2:15]([N:19]1[C:29](=[O:30])[C:28]2[C:23](=[CH:24][CH:25]=[CH:26][CH:27]=2)[S:20]1(=[O:22])=[O:21])[C:16]([CH3:18])=O>CN(C)C=O>[O:21]=[S:20]1(=[O:22])[C:23]2[CH:24]=[CH:25][CH:26]=[CH:27][C:28]=2[C:29](=[O:30])[N:19]1[CH2:15][C:16]([CH3:12])=[CH:18][C:4]#[N:5] |f:1.2|. Reported procedure: 7.4 g (42 millimoles) of diethylcyanomethyl phosphonate and 6.8 g (38 millimoles) of 30% strength sodium methylate were simultaneously added dropwise to 10.0 g (42 millimoles) of N-acetonylsaccharin in 200 ml of dimethylformamide, while stirring thoroughly, the temperature increasing to 34° C. The reaction mixture was stirred for a further hour at room temperature, after which the contents of the flask were poured onto ice-water and extracted three times with methylene chloride, the organic phas...